describe an organic reaction: reactants, conditions, products, and yield From a dataset of the Open Reaction Database (ORD), a public repository of structured organic reaction records. Starting materials: C(C1=CC=CC=C1)OC1=CC(N(C=C1)CC(=O)C1=C(C=C(C=C1)CO)C)=O (4-Benzyloxy-1-[2-(4-hydroxymethyl-2-methyl-phenyl)-2-oxo-ethyl]-1H-pyridin-2-one), ClC=1C=CC(=NC1)COC1=CC(NN=C1)=O (5-(5-chloro-pyridin-2-ylmethoxy)-2H-pyridazin-3-one). Yields the product ClC=1C=CC(=NC1)COC1=CC(N(N=C1)CC(=O)C1=C(C=C(C=C1)CO)C)=O (5-(5-Chloro-pyridin-2-ylmethoxy)-2-[2-(4-hydroxymethyl-2-methyl-phenyl)-2-oxo-ethyl]-2H-pyridazin-3-one). Isolated yield 91.0%. As a reaction SMILES: C(OC1C=CN([CH2:15][C:16]([C:18]2[CH:23]=[CH:22][C:21]([CH2:24][OH:25])=[CH:20][C:19]=2[CH3:26])=[O:17])C(=O)C=1)C1C=CC=CC=1.[Cl:28][C:29]1[CH:30]=[CH:31][C:32]([CH2:35][O:36][C:37]2[CH:42]=[N:41][NH:40][C:39](=[O:43])[CH:38]=2)=[N:33][CH:34]=1>>[Cl:28][C:29]1[CH:30]=[CH:31][C:32]([CH2:35][O:36][C:37]2[CH:42]=[N:41][N:40]([CH2:15][C:16]([C:18]3[CH:23]=[CH:22][C:21]([CH2:24][OH:25])=[CH:20][C:19]=3[CH3:26])=[O:17])[C:39](=[O:43])[CH:38]=2)=[N:33][CH:34]=1. Procedure: 5-(5-Chloro-pyridin-2-ylmethoxy)-2-[2-(4-hydroxymethyl-2-methyl-phenyl)-2-oxo-ethyl]-2H-pyridazin-3-one is prepared following preparation 1c employing 5-(5-chloro-pyridin-2-ylmethoxy)-2H-pyridazin-3-one (described in WO 09/103,478) instead of 4-benzyloxy-1H-pyridin-2-one. Starting materials: CCO, CSc1cc(-c2nccnc2Cl)nc(C)n1, [Na+], O=C([O-])O, Nc1cccc2[nH]ncc12. Yields the product CSc1cc(-c2nccnc2Nc2cccc3[nH]ncc23)nc(C)n1. As a reaction SMILES: [CH3:27][CH2:28][OH:29].[Cl:1][c:2]1[c:3](-[c:8]2[n:9][c:10]([CH3:16])[n:11][c:12]([S:14][CH3:15])[cH:13]2)[n:4][cH:5][cH:6][n:7]1.[Na+:34].[O-:30][C:31]([OH:32])=[O:33].[nH:17]1[n:18][cH:19][c:20]2[c:21]([NH2:26])[cH:22][cH:23][cH:24][c:25]12>>[c:2]1([NH:26][c:21]2[c:20]3[cH:19][n:18][nH:17][c:25]3[cH:24][cH:23][cH:22]2)[c:3](-[c:8]2[n:9][c:10]([CH3:16])[n:11][c:12]([S:14][CH3:15])[cH:13]2)[n:4][cH:5][cH:6][n:7]1. The reactants are CCO, CC(Nc1cc(-c2c(-c3cccc(C(F)(F)F)c3)nc(CCNC(=O)OCc3ccccc3)n2C)ccn1)c1ccccc1. The product is CC(Nc1cc(-c2c(-c3cccc(C(F)(F)F)c3)nc(CCN)n2C)ccn1)c1ccccc1. As a reaction SMILES: [CH3:45][CH2:46][OH:47].[c:1]1([CH:7]([CH3:8])[NH:9][c:10]2[n:11][cH:12][cH:13][c:14](-[c:16]3[n:17]([CH3:44])[c:18]([CH2:31][CH2:32][NH:33][C:34]([O:35][CH2:36][c:37]4[cH:38][cH:39][cH:40][cH:41][cH:42]4)=[O:43])[n:19][c:20]3-[c:21]3[cH:22][c:23]([C:27]([F:28])([F:29])[F:30])[cH:24][cH:25][cH:26]3)[cH:15]2)[cH:2][cH:3][cH:4][cH:5][cH:6]1>>[c:1]1([CH:7]([CH3:8])[NH:9][c:10]2[n:11][cH:12][cH:13][c:14](-[c:16]3[n:17]([CH3:44])[c:18]([CH2:31][CH2:32][NH2:33])[n:19][c:20]3-[c:21]3[cH:22][c:23]([C:27]([F:28])([F:29])[F:30])[cH:24][cH:25][cH:26]3)[cH:15]2)[cH:2][cH:3][cH:4][cH:5][cH:6]1. Starting materials: C(=O)(Cl)Cl (phosgene), C1CCN2C=CC=C12 (2,3-dihydro-1H-pyrrolizine). The solvent is C1(=CC=CC=C1)C (toluene), CCOCC (ether). Yields the product C1CCN2C(=CC=C12)C(=O)Cl (2,3-dihydro-1H-pyrrolizine-5-carbonyl chloride). RXN SMILES: [C:1]([Cl:4])(Cl)=[O:2].[CH2:5]1[C:12]2[N:8]([CH:9]=[CH:10][CH:11]=2)[CH2:7][CH2:6]1>C1(C)C=CC=CC=1.CCOCC>[CH2:11]1[C:12]2[N:8]([C:7]([C:1]([Cl:4])=[O:2])=[CH:6][CH:5]=2)[CH2:9][CH2:10]1. Procedure details: To a stirred, ice-bath cooled portion (30 ml) of 12.5% phosgene in toluene was added a solution of 2,3-dihydro-1H-pyrrolizine (0.80 g, 0.0074 m) in ether (30 ml) dropwise over ca two minutes. After stirring cold for ca 2.5 hr, the reaction mixture is allowed to warm to room temperature, the volatiles are removed in vacuo, and the resultant crystalline 2,3-dihydro-1H-pyrrolizine-5-carbonyl chloride used as is in the next step.